Dataset: the Open Reaction Database (ORD), a public repository of structured organic reaction records. Task: describe an organic reaction: reactants, conditions, products, and yield Starting materials: [OH-] (hydroxide), C1(CC1)(C(=O)OCC)C(=O)OCC (diethyl 1,1-cyclopropanedicarboxylate). Solvent: O (water), C(C)O (ethanol). Run at time 60 hour. Product: C(C)OC(=O)C1(CC1)C(=O)O (1-Ethoxycarbonylcyclopropanecarboxylic acid). As a reaction SMILES: [OH-].[C:2]1([C:10]([O:12]CC)=[O:11])([C:5]([O:7][CH2:8][CH3:9])=[O:6])[CH2:4][CH2:3]1>O.C(O)C>[CH2:8]([O:7][C:5]([C:2]1([C:10]([OH:12])=[O:11])[CH2:3][CH2:4]1)=[O:6])[CH3:9]. Reported procedure: A solution of soduim hydroxide (2.15 g, 54 mmol) in water (15 ml) was added dropwise to a stirred solution of diethyl 1,1-cyclopropanedicarboxylate (10 g, 54 mmol) in ethanol (30 ml) while the temperature was maintained below 25° C. After the completion of the addition, the resulting mixture was stirred at room temperature for 60 hours. Most of ethanol was removed by evaporation in vacuo and the residue was diluted with brine, acidified with 6N hydrochloric acid and extracted with diethyl ether.... The reactants are C(C)(=O)O (acetic acid), C(C)(=O)O (acetic acid), resultant mixture, C(C1=CC=CC=C1)NC1=C(C=C2C(C(=CN(C2=C1Cl)C1=C(C=C(C(=C1)NC(=O)OC(C)(C)C)F)F)C(=O)OCC)=O)F (Ethyl 7-benzylamino-1-(5-tert-butoxycarbonylamino-2,4-difluorophenyl)-8-chloro-6-fluoro-4-oxo-1,4-dihydroquinoline-3-carboxylate), [H][H] (hydrogen). The reagents and catalysts are [OH-].[Pd+2].[OH-] (palladium hydroxide), [OH-].[Pd+2].[OH-] (palladium hydroxide). The solvent is ClCCCl (1,2-dichloroethane). Yields the product NC1=C(C=C2C(C(=CN(C2=C1Cl)C1=C(C=C(C(=C1)NC(=O)OC(C)(C)C)F)F)C(=O)OCC)=O)F (Ethyl 7-Amino-1-(5-tert-butoxycarbonylamino-2,4-difluorophenyl)-8-chloro-6-fluoro-4-oxo-1,4-dihydroquinoline-3-carboxylate). The yield is 91.9%. As a reaction SMILES: C([NH:8][C:9]1[C:18]([Cl:19])=[C:17]2[C:12]([C:13](=[O:41])[C:14]([C:36]([O:38][CH2:39][CH3:40])=[O:37])=[CH:15][N:16]2[C:20]2[CH:25]=[C:24]([NH:26][C:27]([O:29][C:30]([CH3:33])([CH3:32])[CH3:31])=[O:28])[C:23]([F:34])=[CH:22][C:21]=2[F:35])=[CH:11][C:10]=1[F:42])C1C=CC=CC=1.C(O)(=O)C.[H][H]>ClCCCl.[OH-].[Pd+2].[OH-]>[NH2:8][C:9]1[C:18]([Cl:19])=[C:17]2[C:12]([C:13](=[O:41])[C:14]([C:36]([O:38][CH2:39][CH3:40])=[O:37])=[CH:15][N:16]2[C:20]2[CH:25]=[C:24]([NH:26][C:27]([O:29][C:30]([CH3:32])([CH3:31])[CH3:33])=[O:28])[C:23]([F:34])=[CH:22][C:21]=2[F:35])=[CH:11][C:10]=1[F:42] |f:4.5.6|. Reported procedure: Ethyl 7-benzylamino-1-(5-tert-butoxycarbonylamino-2,4-difluorophenyl)-8-chloro-6-fluoro-4-oxo-1,4-dihydroquinoline-3-carboxylate (3.2 g) was dissolved in 1,2-dichloroethane (40 ml). An acetic acid suspension (10 ml) of 20% palladium hydroxide (300 mg) was added to this solution, and the mixture was stirred overnight at 60° C. in a hydrogen atmosphere. An acetic acid suspension (4 ml) of 20% palladium hydroxide (100 mg) was additionally added, and the resultant mixture was stirred overnight at th... The reactants are OCCCBr, CCc1cc(-c2noc(-c3cc(C)cc(CN(C)CC)c3)n2)cc(C)c1O, [K+], [K+], O=C([O-])[O-], CN(C)C=O. Yields the product CCc1cc(-c2noc(-c3cc(C)cc(CN(C)CC)c3)n2)cc(C)c1OCCCO. RXN SMILES: [Br:1][CH2:2][CH2:3][CH2:4][OH:5].[CH2:6]([CH3:7])[c:8]1[c:9]([OH:32])[c:10]([CH3:31])[cH:11][c:12](-[c:14]2[n:15][o:16][c:17](-[c:19]3[cH:20][c:21]([CH2:26][N:27]([CH3:28])[CH2:29][CH3:30])[cH:22][c:23]([CH3:25])[cH:24]3)[n:18]2)[cH:13]1.[K+:33].[K+:34].[O-:35][C:36]([O-:37])=[O:38].[O:39]=[CH:40][N:41]([CH3:42])[CH3:43]>>[CH2:2]([CH2:3][CH2:4][OH:5])[O:32][c:9]1[c:8]([CH2:6][CH3:7])[cH:13][c:12](-[c:14]2[n:15][o:16][c:17](-[c:19]3[cH:20][c:21]([CH2:26][N:27]([CH3:28])[CH2:29][CH3:30])[cH:22][c:23]([CH3:25])[cH:24]3)[n:18]2)[cH:11][c:10]1[CH3:31]. The reactants are BrCc1cccc(Oc2ccccc2)n1, CCCC[N+](CCCC)(CCCC)CCCC, CC(C)C1c2cc(Cl)c(Cl)cc2CC1O, [H-], [I-], [Na+], C1CCOC1, O. The product is CC(C)C1c2cc(Cl)c(Cl)cc2CC1OCc1cccc(Oc2ccccc2)n1. RXN SMILES: [Br:18][CH2:19][c:20]1[n:21][c:22]([O:26][c:27]2[cH:28][cH:29][cH:30][cH:31][cH:32]2)[cH:23][cH:24][cH:25]1.[CH2:40]([N+:41]([CH2:42][CH2:43][CH2:44][CH3:45])([CH2:46][CH2:47][CH2:48][CH3:49])[CH2:50][CH2:51][CH2:52][CH3:53])[CH2:54][CH2:55][CH3:56].[Cl:1][c:2]1[cH:3][c:4]2[c:8]([cH:9][c:10]1[Cl:11])[CH:7]([CH:12]([CH3:13])[CH3:14])[CH:6]([OH:15])[CH2:5]2.[H-:16].[I-:39].[Na+:17].[O:34]1[CH2:35][CH2:36][CH2:37][CH2:38]1.[OH2:33]>>[Cl:1][c:2]1[cH:3][c:4]2[c:8]([cH:9][c:10]1[Cl:11])[CH:7]([CH:12]([CH3:13])[CH3:14])[CH:6]([O:15][CH2:19][c:20]1[n:21][c:22]([O:26][c:27]3[cH:28][cH:29][cH:30][cH:31][cH:32]3)[cH:23][cH:24][cH:25]1)[CH2:5]2. Starting materials: CC(=O)O[BH-](OC(C)=O)OC(C)=O, C=O, CO, Cl, Cl, [Na+], O, O=C(OCC1CNCCO1)N1CCN(c2ccccc2)CC1. The product is CN1CCOC(COC(=O)N2CCN(c3ccccc3)CC2)C1. As a reaction SMILES: [C:28]([O:29][BH-:30]([O:31][C:32](=[O:33])[CH3:34])[O:35][C:36](=[O:37])[CH3:38])(=[O:39])[CH3:40].[CH2:25]=[O:26].[CH3:42][OH:43].[ClH:1].[ClH:2].[Na+:41].[OH2:27].[c:3]1([N:9]2[CH2:10][CH2:11][N:12]([C:15](=[O:16])[O:17][CH2:18][CH:19]3[O:20][CH2:21][CH2:22][NH:23][CH2:24]3)[CH2:13][CH2:14]2)[cH:4][cH:5][cH:6][cH:7][cH:8]1>>[c:3]1([N:9]2[CH2:10][CH2:11][N:12]([C:15](=[O:16])[O:17][CH2:18][CH:19]3[O:20][CH2:21][CH2:22][N:23]([CH3:28])[CH2:24]3)[CH2:13][CH2:14]2)[cH:4][cH:5][cH:6][cH:7][cH:8]1. Starting materials: FC(C=1C=C(C=CC1)C(=O)N=C=S)(F)F (3-(trifluoromethyl)-1-benzenecarbonyl isothiocyanate), FC(C=1C=C(C=CC1)C(=O)Cl)(F)F (3-(trifluoromethyl)-1-benzenecarbonyl chloride), COC=1C=C2C(=CC=NC2=CC1OC)OC1=C(C=C(N)C=C1)F (4-[(6,7-Dimethoxy-4-quinolyl)oxy]-3-fluoroaniline). Run in C(C)O (ethanol), C(C)O (ethanol), C1(=CC=CC=C1)C (toluene). Reaction conditions: time 2 hour. Yields the product FC(C=1C=C(C=CC1)C(=O)N=C=S)(F)F (3-(Trifluoromethyl)-1-benzenecarbonyl isothiocyanate), COC=1C=C2C(=CC=NC2=CC1OC)OC1=C(C=C(C=C1)NC(=S)NC(C1=CC(=CC=C1)C(F)(F)F)=O)F (N-{4-[(6,7-Dimethoxy-4-quinolyl)oxy]-3-fluorophenyl}-N′-[3-(trifluoromethyl)benzoyl]thiourea). Isolated yield 89.0%. As a reaction SMILES: FC(F)(F)C1C=C(C(Cl)=O)C=CC=1.[CH3:14][O:15][C:16]1[CH:17]=[C:18]2[C:23](=[CH:24][C:25]=1[O:26][CH3:27])[N:22]=[CH:21][CH:20]=[C:19]2[O:28][C:29]1[CH:35]=[CH:34][C:32]([NH2:33])=[CH:31][C:30]=1[F:36].[F:37][C:38]([F:51])([F:50])[C:39]1[CH:40]=[C:41]([C:45]([N:47]=[C:48]=[S:49])=[O:46])[CH:42]=[CH:43][CH:44]=1>C1(C)C=CC=CC=1.C(O)C>[F:50][C:38]([F:37])([F:51])[C:39]1[CH:40]=[C:41]([C:45]([N:47]=[C:48]=[S:49])=[O:46])[CH:42]=[CH:43][CH:44]=1.[CH3:14][O:15][C:16]1[CH:17]=[C:18]2[C:23](=[CH:24][C:25]=1[O:26][CH3:27])[N:22]=[CH:21][CH:20]=[C:19]2[O:28][C:29]1[CH:35]=[CH:34][C:32]([NH:33][C:48]([NH:47][C:45](=[O:46])[C:41]2[CH:42]=[CH:43][CH:44]=[C:39]([C:38]([F:37])([F:51])[F:50])[CH:40]=2)=[S:49])=[CH:31][C:30]=1[F:36]. Procedure: 3-(Trifluoromethyl)-1-benzenecarbonyl isothiocyanate was prepared using commercially available 3-(trifluoromethyl)-1-benzenecarbonyl chloride (80 mg) as a starting compound according to the description of the literature. 4-[(6,7-Dimethoxy-4-quinolyl)oxy]-3-fluoroaniline (50 mg) was dissolved in toluene (5 ml) and ethanol (1 ml) to prepare a solution. A solution of 3-(trifluoromethyl)-1-benzenecarbonyl isothiocyanate in ethanol (1 ml) was then added to the solution, and the mixture was stirred at... Starting materials: N1(CCNCC1)C=1C=CC=2CN(CCOC2N1)C(=O)OC(C)(C)C (tert-butyl 8-piperazin-1-yl-2,3-dihydropyrido[3,2-f][1,4]oxazepine-4(5H)-carboxylate), C([O-])([O-])=O.[K+].[K+] (potassium carbonate), CN(C)C=O (DMF), C(C1=CC=CC=C1)Br (benzyl bromide). Solvent: O (water), C(C)(=O)OCC (Ethyl acetate). Reaction conditions: time 18 hour. The product is C(C1=CC=CC=C1)N1CCN(CC1)C=1C=CC=2CN(CCOC2N1)C(=O)OC(C)(C)C (tert-butyl 8-(4-benzylpiperazin-1-yl)-2,3-dihydropyrido[3,2-f][1,4]oxazepine-4(5H)-carboxylate). Isolated yield 68.0%. RXN SMILES: [N:1]1([C:7]2[CH:8]=[CH:9][C:10]3[CH2:11][N:12]([C:18]([O:20][C:21]([CH3:24])([CH3:23])[CH3:22])=[O:19])[CH2:13][CH2:14][O:15][C:16]=3[N:17]=2)[CH2:6][CH2:5][NH:4][CH2:3][CH2:2]1.C(=O)([O-])[O-].[K+].[K+].CN(C=O)C.[CH2:36](Br)[C:37]1[CH:42]=[CH:41][CH:40]=[CH:39][CH:38]=1>O.C(OCC)(=O)C>[CH2:36]([N:4]1[CH2:5][CH2:6][N:1]([C:7]2[CH:8]=[CH:9][C:10]3[CH2:11][N:12]([C:18]([O:20][C:21]([CH3:24])([CH3:23])[CH3:22])=[O:19])[CH2:13][CH2:14][O:15][C:16]=3[N:17]=2)[CH2:2][CH2:3]1)[C:37]1[CH:42]=[CH:41][CH:40]=[CH:39][CH:38]=1 |f:1.2.3|. Reported procedure: To a mixture of the compound (0.28 g) obtained in Example 33, step 1, potassium carbonate (0.23 g) and DMF (5 mL) was added benzyl bromide (109 μL), and the mixture was stirred at room temperature for 18 hr. Ethyl acetate and water were added to the reaction mixture. The organic layer was washed with water and brine and dried, and the solvent was evaporated under reduced pressure. The residue was purified by silica gel column chromatography (solvent gradient; 0→30% ethyl acetate/hexane) to give ... The reactants are C(C1=CC=CC=C1)OC=1C(=NC=NC1)OC(C)C(=O)OC (5-benzyloxy-4-{1-(methoxycarbonyl)ethoxy}pyrimidine). The reagents and catalysts are [Pd] (palladium/carbon). Solvent: C(C)(=O)OCC (ethyl acetate). Reaction conditions: time 3 hour. The product is OC=1C(=NC=NC1)OC(C)C(=O)OC (5-hydroxy-4-{1-(methoxycarbonyl)ethoxy}pyrimidine). RXN SMILES: C([O:8][C:9]1[C:10]([O:15][CH:16]([C:18]([O:20][CH3:21])=[O:19])[CH3:17])=[N:11][CH:12]=[N:13][CH:14]=1)C1C=CC=CC=1>[Pd].C(OCC)(=O)C>[OH:8][C:9]1[C:10]([O:15][CH:16]([C:18]([O:20][CH3:21])=[O:19])[CH3:17])=[N:11][CH:12]=[N:13][CH:14]=1. Procedure: A mixture of 5-benzyloxy-4-{1-(methoxycarbonyl)ethoxy}pyrimidine, 10% palladium/carbon and ethyl acetate is stirred for 3 hours at room temperature under hydrogen atmosphere. The reaction system is purged with nitrogen, then, the reaction solution is filtrated through Celite, and the filtrate is concentrated to obtain 5-hydroxy-4-{1-(methoxycarbonyl)ethoxy}pyrimidine.